Dataset: the Open Reaction Database (ORD), a public repository of structured organic reaction records. Task: describe an organic reaction: reactants, conditions, products, and yield Yields the product CC1CC(Oc2cccc(N=C(c3ccccc3)c3ccccc3)n2)CCN1C(=O)OC(C)(C)C. Reaction SMILES: [C:1]([CH3:2])([CH3:3])([CH3:4])[O:5][C:6](=[O:7])[N:8]1[CH:9]([CH3:22])[CH2:10][CH:11]([O:14][c:15]2[n:16][c:17]([Cl:21])[cH:18][cH:19][cH:20]2)[CH2:12][CH2:13]1.[C:23]([c:24]1[cH:25][cH:26][cH:27][cH:28][cH:29]1)([c:30]1[cH:31][cH:32][cH:33][cH:34][cH:35]1)=[NH:36].[CH3:37][C:38]([CH3:39])([O-:40])[CH3:41].[CH3:43][c:44]1[cH:45][cH:46][cH:47][cH:48][cH:49]1.[Na+:42]>>[C:1]([CH3:2])([CH3:3])([CH3:4])[O:5][C:6](=[O:7])[N:8]1[CH:9]([CH3:22])[CH2:10][CH:11]([O:14][c:15]2[n:16][c:17]([N:36]=[C:23]([c:24]3[cH:25][cH:26][cH:27][cH:28][cH:29]3)[c:30]3[cH:31][cH:32][cH:33][cH:34][cH:35]3)[cH:18][cH:19][cH:20]2)[CH2:12][CH2:13]1. Reactants: CC1CC(Oc2cccc(Cl)n2)CCN1C(=O)OC(C)(C)C, N=C(c1ccccc1)c1ccccc1, CC(C)(C)[O-], Cc1ccccc1, [Na+]. Reactants: Cl, O=C(OC(=O)C(F)(F)F)C(F)(F)F, O=C(OCC(F)(F)F)C(F)(F)F, OCC(F)(F)F, c1cc[nH+]cc1. Yields the product Cl, O=C([O-])C(F)(F)F, c1cc[nH+]cc1. As a reaction SMILES: [ClH:1].[F:14][C:15]([C:16](=[O:17])[O:18][C:19](=[O:20])[C:21]([F:22])([F:23])[F:24])([F:25])[F:26].[F:27][C:28]([F:29])([F:30])[C:31]([O:32][CH2:33][C:34]([F:35])([F:36])[F:37])=[O:38].[OH:8][CH2:9][C:10]([F:11])([F:12])[F:13].[nH+:2]1[cH:3][cH:4][cH:5][cH:6][cH:7]1>>[ClH:1].[F:14][C:15]([C:16](=[O:17])[O-:18])([F:25])[F:26].[nH+:2]1[cH:3][cH:4][cH:5][cH:6][cH:7]1.